From a dataset of the Open Reaction Database (ORD), a public repository of structured organic reaction records. describe an organic reaction: reactants, conditions, products, and yield The product is CC(O)C1CCC(CN)CC1. RXN SMILES: [CH2:1]([O:2][C:3](=[O:4])[NH:10][CH2:11][CH:12]1[CH2:13][CH2:14][CH:15]([CH:18]([CH3:19])[OH:20])[CH2:16][CH2:17]1)[c:5]1[cH:6][cH:7][cH:8][cH:9][cH:21]1.[CH3:22][CH2:23][O:24][C:25](=[O:26])[CH3:27].[CH3:31][OH:32].[OH-:28].[OH-:29].[Pd+2:30]>>[NH2:10][CH2:11][CH:12]1[CH2:13][CH2:14][CH:15]([CH:18]([CH3:19])[OH:20])[CH2:16][CH2:17]1. Starting materials: CC(O)C1CCC(CNC(=O)OCc2ccccc2)CC1, CCOC(C)=O, CO, [OH-], [OH-], [Pd+2]. Starting materials: COC(=O)Cl (methylchloroformate), NC1=CC=C(CCO)C=C1 (p-aminophenethyl alcohol), N1=CC=CC=C1 (pyridine). Run in ClCCl (dichloromethane). Product: OCCC1=CC=C(C=C1)NC(OC)=O (methyl N-[4-(2-hydroxyethyl)phenyl]carbamate). Isolated yield 34.3%. As a reaction SMILES: [CH3:1][O:2][C:3](Cl)=[O:4].[NH2:6][C:7]1[CH:15]=[CH:14][C:10]([CH2:11][CH2:12][OH:13])=[CH:9][CH:8]=1.N1C=CC=CC=1>ClCCl>[OH:13][CH2:12][CH2:11][C:10]1[CH:14]=[CH:15][C:7]([NH:6][C:3](=[O:4])[O:2][CH3:1])=[CH:8][CH:9]=1. Procedure details: 9.45 g (0.1 mole) methylchloroformate was added to a solution of 13.72 g (0.1 mole) p-aminophenethyl alcohol and 8.4 g (0.1 mole) pyridine in dichloromethane at 0° C. The reaction was stirred between 0° C. and room temperature, and when completed, poured onto ice water and the product was extracted with ethyl acetate, dried and the solvent was evaporated in vacuo to give 6.7 g (yield 34.7%) of methyl N-[4-(2-hydroxyethyl)phenyl]carbamate. The reactants are C([O-])([O-])=O.[K+].[K+] (potassium carbonate), O (water), ClC1=C(C(=O)Cl)C=CC(=C1C1CC(=NO1)C)S(=O)(=O)C (2-chloro-3-(3-methyl-4,5-dihydroisoxazol-5-yl)-4-methylsulfonylbenzoyl chloride), OC1=CC=NN1C (5-hydroxy-1-methylpyrazole), C([O-])([O-])=O.[K+].[K+] (potassium carbonate). Solvent: C(OC)COC (dimethoxyethane), C(OC)COC (dimethoxyethane). Conditions: time 12 hour. Product: ClC1=C(C(=O)C=2C=NN(C2O)C)C=CC(=C1C1CC(=NO1)C)S(=O)(=O)C (4-[2-Chloro-3-(3-methyl-4,5-dihydroisoxazol-5-yl)-4-methylsulfonylbenzoyl]-5-hydroxy-1-methyl-1H-pyrazole). The yield is 65.0%. Reaction SMILES: [Cl:1][C:2]1[C:10]([CH:11]2[O:15][N:14]=[C:13]([CH3:16])[CH2:12]2)=[C:9]([S:17]([CH3:20])(=[O:19])=[O:18])[CH:8]=[CH:7][C:3]=1[C:4](Cl)=[O:5].[OH:21][C:22]1[N:26]([CH3:27])[N:25]=[CH:24][CH:23]=1.C(=O)([O-])[O-].[K+].[K+].O>C(COC)OC>[Cl:1][C:2]1[C:10]([CH:11]2[O:15][N:14]=[C:13]([CH3:16])[CH2:12]2)=[C:9]([S:17]([CH3:20])(=[O:19])=[O:18])[CH:8]=[CH:7][C:3]=1[C:4]([C:23]1[CH:24]=[N:25][N:26]([CH3:27])[C:22]=1[OH:21])=[O:5] |f:2.3.4|. Procedure details: At 0–5° C., a solution of 6.7 g (20 mmol) of 2-chloro-3-(3-methyl-4,5-dihydroisoxazol-5-yl)-4-methylsulfonylbenzoyl chloride in 80 ml of dimethoxyethane was added dropwise to a solution of 2.0 g (20 mmol) of 5-hydroxy-1-methylpyrazole and 3.3 g (24 mmol) of potassium carbonate in 30 ml of anhydrous dimethoxyethane. After 12 hours of stirring at room temperature, a further 8.2 g (60 mmol) of potassium carbonate were added, and the batch was refluxed for six hours. After cooling, the reaction mixt...